This data is from the Open Reaction Database (ORD), a public repository of structured organic reaction records. The task is: describe an organic reaction: reactants, conditions, products, and yield Starting materials: O=C(N1CCCCC1)C(C)(C)C. Reagents/catalysts: N=1C=CC=C2C=CC=3C=CC(=NC3C12)C, O1B(OC(C)(C)C1(C)C)B2OC(C)(C)C(O2)(C)C, C[OH2+].C[OH2+].C1CC=CCCC=C1.C1CC=CCCC=C1.[Ir].[Ir]. Run in C1CCCCCCC1. Run at temperature 100 celsius, time 20 hour. The product is O=C(N1CCCC(B2OC(C)(C)C(O2)(C)C)C1)C(C)(C)C. Yield: 42.0%. Starting materials: ClC1=COC2=NC3=CC=CC=C3C(=C21)Cl (3,4-dichlorofuro[2,3-b]quinoline), ClC1=COC2=NC3=CC=CC=C3C(=C21)Cl (3,4-dichlorofuro[2,3-b]quinoline), CC(=O)C1=CC=C(C=C1)N (4-aminoacetophenone), [OH-].[Na+] (NaOH). The solvent is CCO (EtOH), Cl (HCl), ice water. Yields the product ClC1=COC2=NC3=CC=CC=C3C(=C21)NC2=CC=C(C=C2)C(C)=O (1-[4-(3-Chlorofuro[2,3-b]quinolin-4-ylamino)phenyl]ethanone). The yield is 76.2%. Reaction SMILES: [Cl:1][C:2]1[C:14]2[C:5](=[N:6][C:7]3[C:12]([C:13]=2Cl)=[CH:11][CH:10]=[CH:9][CH:8]=3)[O:4][CH:3]=1.[CH3:16][C:17]([C:19]1[CH:24]=[CH:23][C:22]([NH2:25])=[CH:21][CH:20]=1)=[O:18].[OH-].[Na+]>CCO.Cl>[Cl:1][C:2]1[C:14]2[C:5](=[N:6][C:7]3[C:12]([C:13]=2[NH:25][C:22]2[CH:23]=[CH:24][C:19]([C:17](=[O:18])[CH3:16])=[CH:20][CH:21]=2)=[CH:11][CH:10]=[CH:9][CH:8]=3)[O:4][CH:3]=1 |f:2.3|. Procedure details: To a solution of 3,4-dichlorofuro[2,3-b]quinoline (compound 12, 0.92 g, 3.86 mmol) and 4-aminoacetophenone (0.88 g, 6.52 mmol) in EtOH (40 mL), concentrated HCl was added until a pH of 6 was reached. The mixture was refluxed for 16 h and the solvent evaporated in vacuo to yield a residual solid, which was suspended in ice-water (80 mL) and neutralized with a 1N NaOH solution. The resultant precipitate was collected by filtration, washed with H2O, and then chromatographed on a column of silica ge... Reactants: CCOCC (ether), C(CCC)[Li] (n-Butyllithium), solution, BrC(=CC1CCC(CC1)C12OCC(CO1)(CO2)CCC)Br (1-[4-(2,2-dibromovinyl)cyclohexyl]-4-propyl-2,6,7-trioxabicyclo[2.2.2]octane). Run in CCCCCC (hexane), O1CCCC1 (tetrahydrofuran). The product is C(#C)C1CCC(CC1)C12OCC(CO1)(CO2)CCC (1-(4-Ethynylcyclohexyl)-4-propyl-2,6,7-trioxabicyclo[2.2.2]octane), oil. RXN SMILES: C([Li])CCC.Br[C:7](Br)=[CH:8][CH:9]1[CH2:14][CH2:13][CH:12]([C:15]23[O:22][CH2:21][C:18]([CH2:23][CH2:24][CH3:25])([CH2:19][O:20]2)[CH2:17][O:16]3)[CH2:11][CH2:10]1.CCOCC>CCCCCC.O1CCCC1>[C:8]([CH:9]1[CH2:10][CH2:11][CH:12]([C:15]23[O:16][CH2:17][C:18]([CH2:23][CH2:24][CH3:25])([CH2:19][O:20]2)[CH2:21][O:22]3)[CH2:13][CH2:14]1)#[CH:7]. Reported procedure: n-Butyllithium (1.6 ml of a 1.1M solution in hexane) was added at -70° C. to a solution of 1-[4-(2,2-dibromovinyl)cyclohexyl]-4-propyl-2,6,7-trioxabicyclo[2.2.2]octane (0.25 g) in dry tetrahydrofuran (5 ml) under a stream of nitrogen. After warming to room temperature over 2 hours ether (~25 ml) was added. The ethereal solution was washed with brine and dried over anhydrous magnesium sulphate. The solvent was removed in vacuo and the residue was purified by column chromatography on alumina eluti... The reactants are [N+](=O)(O)[O-] (nitric acid), O=C1C(=CN2C3=C1C=CC=C3C3CCCCC23)C(=O)O (7a,8,9,10,11,11a-hexahydro-4-oxo-4H-pyrido[3,2,1-jk]carbazol-5-carboxylic acid), ice. Solvent: S(O)(O)(=O)=O (sulfuric acid), S(O)(O)(=O)=O (sulfuric acid). Yields the product [N+](=O)([O-])C1=CC=C2C3CCCCC3N3C2=C1C(C(=C3)C(=O)O)=O (3-nitro-7a,8,9,10,11,11a-hexahydro-4-oxo-4H-pyrido[3,2,1-jk]carbazol-5-carboxylic acid). As a reaction SMILES: [O:1]=[C:2]1[C:7]2[CH:8]=[CH:9][CH:10]=[C:11]3[CH:12]4[CH:17]([N:5]([C:6]=23)[CH:4]=[C:3]1[C:18]([OH:20])=[O:19])[CH2:16][CH2:15][CH2:14][CH2:13]4.[N+:21]([O-])([OH:23])=[O:22]>S(=O)(=O)(O)O>[N+:21]([C:8]1[C:7]2[C:2](=[O:1])[C:3]([C:18]([OH:20])=[O:19])=[CH:4][N:5]3[C:6]=2[C:11]([CH:12]2[CH:17]3[CH2:16][CH2:15][CH2:14][CH2:13]2)=[CH:10][CH:9]=1)([O-:23])=[O:22]. Procedure: 6 g of 7a,8,9,10,11,11a-hexahydro-4-oxo-4H-pyrido[3,2,1-jk]carbazol-5-carboxylic acid was dissolved in 35 ml of concentrated sulfuric acid and stirred while cooling with ice, followed by dropwise addition of a mixture of 4.3 ml of concentrated nitric acid having a specific gravity and 15 ml of the concentrated sulfuric acid. After completion of the addition, the resulting mixture was stirred for one hour at room temperature and poured into 200 g of ice to precipitate yellow crystals. Recrystalli... Starting materials: N#CN=C(Nc1cncnc1)Oc1ccccc1, CC(N)c1ccccc1, CN(C)C=O. The product is CC(NC(=NC#N)Nc1cncnc1)c1ccccc1. As a reaction SMILES: [C:1](#[N:2])[N:3]=[C:4]([NH:5][c:6]1[cH:7][n:8][cH:9][n:10][cH:11]1)[O:12][c:13]1[cH:14][cH:15][cH:16][cH:17][cH:18]1.[CH3:19][CH:20]([c:21]1[cH:22][cH:23][cH:24][cH:25][cH:26]1)[NH2:27].[O:28]=[CH:29][N:30]([CH3:31])[CH3:32]>>[C:1](#[N:2])[N:3]=[C:4]([NH:5][c:6]1[cH:7][n:8][cH:9][n:10][cH:11]1)[NH:27][CH:20]([CH3:19])[c:21]1[cH:22][cH:23][cH:24][cH:25][cH:26]1. Starting materials: O=C1CCC(=O)N1Br, c1ccc(COOCc2ccccc2)cc1, COc1ccc2c(c1)C(=O)OC2, ClC(Cl)(Cl)Cl. Product: COc1ccc2c(c1)C(=O)OC2Br. RXN SMILES: [Br:13][N:14]1[C:15](=[O:16])[CH2:17][CH2:18][C:19]1=[O:20].[CH2:21]([O:22][O:23][CH2:24][c:25]1[cH:26][cH:27][cH:28][cH:29][cH:30]1)[c:31]1[cH:32][cH:33][cH:34][cH:35][cH:36]1.[CH3:1][O:2][c:3]1[cH:4][cH:5][c:6]2[c:10]([cH:11]1)[C:9](=[O:12])[O:8][CH2:7]2.[Cl:37][C:38]([Cl:39])([Cl:40])[Cl:41]>>[CH3:1][O:2][c:3]1[cH:4][cH:5][c:6]2[c:10]([cH:11]1)[C:9](=[O:12])[O:8][CH:7]2[Br:13]. Starting materials: CC(C)(C)[O-], Cc1cc(N2CCCC2)c2ccc(O)cc2n1, CN(C)S(=O)(=O)Cl, [K+], CN(C)C=O. Yields the product Cc1cc(N2CCCC2)c2ccc(OS(=O)(=O)N(C)C)cc2n1. RXN SMILES: [CH3:18][C:19]([CH3:20])([O-:21])[CH3:22].[CH3:1][c:2]1[n:3][c:4]2[cH:5][c:6]([OH:17])[cH:7][cH:8][c:9]2[c:10]([N:12]2[CH2:13][CH2:14][CH2:15][CH2:16]2)[cH:11]1.[CH3:24][N:25]([S:26](=[O:27])(=[O:28])[Cl:29])[CH3:30].[K+:23].[O:31]=[CH:32][N:33]([CH3:34])[CH3:35]>>[CH3:1][c:2]1[n:3][c:4]2[cH:5][c:6]([O:17][S:26]([N:25]([CH3:24])[CH3:30])(=[O:27])=[O:28])[cH:7][cH:8][c:9]2[c:10]([N:12]2[CH2:13][CH2:14][CH2:15][CH2:16]2)[cH:11]1. Reactants: FC1=C(C=C(C=C1)C)NC(=O)NC1=CC=C(OC2=CC(=NC=C2)C2=CC(=CN2)C(=O)NCCC=O)C=C1 (5-{4-[4-({[(2-fluoro-5-methylphenyl)amino]carbonyl}amino)phenoxy]pyridin-2-yl}-N-(3-oxopropyl)-1H-pyrrole-3-carboxamide), OC1CCNCC1 (4-hydroxypiperidine), C(C)(=O)O (acetic acid), C(#N)[BH3-].[Na+] (sodium cyanoborohydride), C1CCOC1 (THF). Solvent: CN(C)C=O (DMF), O (water). Run at time 30 minute. Product: FC1=C(C=C(C=C1)C)NC(=O)NC1=CC=C(OC2=CC(=NC=C2)C2=CC(=CN2)C(=O)NCCCN2CCC(CC2)O)C=C1 (5-{4-[4-({[(2-fluoro-5-methylphenyl)amino]carbonyl}amino)phenoxy]pyridin-2-yl}-N-[3-(4-hydroxypiperidin-1-yl)propyl]-1H-pyrrole-3-carboxamide). Reaction SMILES: [F:1][C:2]1[CH:7]=[CH:6][C:5]([CH3:8])=[CH:4][C:3]=1[NH:9][C:10]([NH:12][C:13]1[CH:37]=[CH:36][C:16]([O:17][C:18]2[CH:23]=[CH:22][N:21]=[C:20]([C:24]3[NH:28][CH:27]=[C:26]([C:29](NCCC=O)=[O:30])[CH:25]=3)[CH:19]=2)=[CH:15][CH:14]=1)=[O:11].[OH:38][CH:39]1[CH2:44][CH2:43][NH:42][CH2:41][CH2:40]1.[C:45](O)(=O)[CH3:46].[C:49]([BH3-])#[N:50].[Na+].C1COCC1>CN(C=O)C.O>[F:1][C:2]1[CH:7]=[CH:6][C:5]([CH3:8])=[CH:4][C:3]=1[NH:9][C:10]([NH:12][C:13]1[CH:14]=[CH:15][C:16]([O:17][C:18]2[CH:23]=[CH:22][N:21]=[C:20]([C:24]3[NH:28][CH:27]=[C:26]([C:29]([NH:50][CH2:49][CH2:45][CH2:46][N:42]4[CH2:43][CH2:44][CH:39]([OH:38])[CH2:40][CH2:41]4)=[O:30])[CH:25]=3)[CH:19]=2)=[CH:36][CH:37]=1)=[O:11] |f:3.4|. Procedure details: To a stirred solution of 5-{4-[4-({[(2-fluoro-5-methylphenyl)amino]carbonyl}amino)phenoxy]pyridin-2-yl}-N-(3-oxopropyl)-1H-pyrrole-3-carboxamide (100 mg, 0.20 mmol) in 10 ml of anhydrous DMF were added 4-hydroxypiperidine (30 mg, 0.30 mmol) and acetic acid (10 mg, 0.17 mmol). The mixture was stirred at room temperature for 30 minutes, followed by addition of 1M sodium cyanoborohydride solution in THF (0.30 ml, 0.30 mmol) and stirring was continued for one more hour. The mixture was poured into 1...